describe an organic reaction: reactants, conditions, products, and yield From a dataset of the Open Reaction Database (ORD), a public repository of structured organic reaction records. Starting materials: C1(=CC=CC=C1)CNC(C)C=1C=NC=CC1NC(C(C)(C)C)=O (N-[3-[1-(phenylmethylamino)ethyl]-4-pyridinyl]-2,2-dimethylpropanamide), O (water). Run in C(CC)O (n-propanol), [OH-].[Na+] (sodium hydroxide). Product: NC1=C(C=NC=C1)C(NCC1=CC=CC=C1)C (4-Amino-α-methyl-N-(phenylmethyl)-3-pyridinemethanamine). The yield is 89.8%. Reaction SMILES: [C:1]1([CH2:7][NH:8][CH:9]([C:11]2[CH:12]=[N:13][CH:14]=[CH:15][C:16]=2[NH:17]C(=O)C(C)(C)C)[CH3:10])[CH:6]=[CH:5][CH:4]=[CH:3][CH:2]=1.O>C(O)CC.[OH-].[Na+]>[NH2:17][C:16]1[CH:15]=[CH:14][N:13]=[CH:12][C:11]=1[CH:9]([CH3:10])[NH:8][CH2:7][C:1]1[CH:2]=[CH:3][CH:4]=[CH:5][CH:6]=1 |f:3.4|. Reported procedure: A solution of N-[3-[1-(phenylmethylamino)ethyl]-4-pyridinyl]-2,2-dimethylpropanamide (12.2 g) in 200 ml n-propanol and 25 ml 10% aqueous sodium hydroxide was stirred at reflux for sixteen hours and thereafter cooled, stirred with water and extracted with ethyl acetate/ether. The organic extract was washed with water and saturated sodium chloride solution and thereafter dried (anhydrous magnesium sulfate), filtered and concentrated to 8.7 g oil. This oil was eluted with 20% methanol in dichlorome... Reactants: CCNCC, COC(=O)c1cc(N)n2nc(-c3ccc(C)o3)nc2c1, C[Al](C)C, Cl, C1COCCO1. Product: CCN(CC)C(=O)c1cc(N)n2nc(-c3ccc(C)o3)nc2c1. As a reaction SMILES: [CH2:1]([CH3:2])[NH:3][CH2:4][CH3:5].[CH3:10][O:11][C:12](=[O:13])[c:14]1[cH:15][c:16]2[n:17]([c:18]([NH2:20])[cH:19]1)[n:21][c:22](-[c:24]1[o:25][c:26]([CH3:29])[cH:27][cH:28]1)[n:23]2.[CH3:6][Al:7]([CH3:8])[CH3:9].[ClH:30].[O:31]1[CH2:32][CH2:33][O:34][CH2:35][CH2:36]1>>[CH2:1]([CH3:2])[N:3]([CH2:4][CH3:5])[C:12](=[O:13])[c:14]1[cH:15][c:16]2[n:17]([c:18]([NH2:20])[cH:19]1)[n:21][c:22](-[c:24]1[o:25][c:26]([CH3:29])[cH:27][cH:28]1)[n:23]2. The reactants are CCCO, CN(C)C=O, [Cl-], CCn1c(C(C)NS(=O)(=O)c2ccc(Cl)cc2)nnc1S(C)(=O)=O, [H-], [NH4+], [Na+]. Yields the product CCCOc1nnc(C(C)NS(=O)(=O)c2ccc(Cl)cc2)n1CC. As a reaction SMILES: [CH2:34]([CH2:35][CH3:36])[OH:37].[CH3:3][N:4]([CH3:5])[CH:6]=[O:7].[Cl-:32].[Cl:8][c:9]1[cH:10][cH:11][c:12]([S:15](=[O:16])(=[O:17])[NH:18][CH:19]([CH3:20])[c:21]2[n:22][n:23][c:24]([S:28]([CH3:29])(=[O:30])=[O:31])[n:25]2[CH2:26][CH3:27])[cH:13][cH:14]1.[H-:1].[NH4+:33].[Na+:2]>>[Cl:8][c:9]1[cH:10][cH:11][c:12]([S:15](=[O:16])(=[O:17])[NH:18][CH:19]([CH3:20])[c:21]2[n:22][n:23][c:24]([O:37][CH2:34][CH2:35][CH3:36])[n:25]2[CH2:26][CH3:27])[cH:13][cH:14]1. Starting materials: C1(=CC=CC=C1)COC1=CC2=C(CCC(O2)C=O)C=C1 (racemic-3,4-dihydro-7-(phenylmethoxy)-2H-1-benzopyran-2-carboxaldehyde), C(=O)(OCC)C=P(C1=CC=CC=C1)(C1=CC=CC=C1)C1=CC=CC=C1 ((carbethoxymethylene)triphenylphosphorane). Run in C1(=CC=CC=C1)C (toluene). Product: crude product, C1(=CC=CC=C1)COC1=CC2=C(CCCO2)C=C1.C(C)OC(C=C)=O (racemic-3,4-dihydro-7-(phenylmethoxy)-2H-1-benzopyran 2-propenoic acid ethyl ester). The yield is 176.3%. As a reaction SMILES: [C:1]1([CH2:7][O:8][C:9]2[CH:20]=[CH:19][C:12]3[CH2:13][CH2:14][CH:15](C=O)[O:16][C:11]=3[CH:10]=2)[CH:6]=[CH:5][CH:4]=[CH:3][CH:2]=1.[C:21]([CH:26]=P(C1C=CC=CC=1)(C1C=CC=CC=1)C1C=CC=CC=1)([O:23][CH2:24][CH3:25])=[O:22]>C1(C)C=CC=CC=1>[C:1]1([CH2:7][O:8][C:9]2[CH:20]=[CH:19][C:12]3[CH2:13][CH2:14][CH2:15][O:16][C:11]=3[CH:10]=2)[CH:2]=[CH:3][CH:4]=[CH:5][CH:6]=1.[CH2:24]([O:23][C:21](=[O:22])[CH:26]=[CH2:1])[CH3:25] |f:3.4|. Reported procedure: Using the procedure of example 30, 2.7 g (10 mmoles) of the aldehyde product from example 83 was condensed with 3.7 g (10.6 mmoles) of (carbethoxymethylene)triphenylphosphorane, in 30 ml of toluene (1.5 hours at 100° C.). After chromatography of the crude product on 50 g of silica gel (eluting with toluene), there was obtained 3.0 g (88.8%) of racemic-3,4-dihydro-7-(phenylmethoxy)-2H-1-benzopyran-2-propenoic acid ethyl ester (mixture of E- and Z-isomers), as a pale-yellow oil. Product: FC1=CC2=C(C=CCO2)C=C1 (7-fluoro-2H-1-benzopyran). Reaction SMILES: [F:1][C:2]1[CH:12]=[CH:11][C:5]2[CH:6](O)[CH2:7][CH2:8][O:9][C:4]=2[CH:3]=1.C1(C)C=CC(S(O)(=O)=O)=CC=1.O>C1(C)C=CC=CC=1>[F:1][C:2]1[CH:12]=[CH:11][C:5]2[CH:6]=[CH:7][CH2:8][O:9][C:4]=2[CH:3]=1. Procedure: A reaction vessel charged with 0.5 gram (0.03 mole) of 3,4-dihydro-7-fluoro-4-hydroxy-2H-1-benzopyran and 0.02 gram (catalyst) of p-toluenesulfonic acid in 50 mL of toluene was fitted with a Soxhlet extractor containing molecular sieves (3-4 angstrom). The stirred contents of the reaction vessel was heated at reflux for 90 minutes, during which time the water by-product was collected on the molecular sieves. The reaction mixture was combined with the reaction mixture of another preparation of th... Solvent: C1(=CC=CC=C1)C (toluene). The reactants are FC1=CC2=C(C(CCO2)O)C=C1 (3,4-dihydro-7-fluoro-4-hydroxy-2H-1-benzopyran), C1(=CC=C(C=C1)S(=O)(=O)O)C (p-toluenesulfonic acid), O (water). Yield: 13.3%.